From a dataset of the Open Reaction Database (ORD), a public repository of structured organic reaction records. describe an organic reaction: reactants, conditions, products, and yield Reactants: CC(C)(C)P(c1ccccc1-c1ccccc1)C(C)(C)C, COc1ccc(C(C)C)cc1-c1ccc(OCc2ccccc2)cc1CN(Cc1cc(C(F)(F)F)cc(C(F)(F)F)c1)c1ncc(Br)cn1, C1COCCN1, CC(C)(C)[O-], Cc1ccccc1, [Na+], O=C(C=Cc1ccccc1)C=Cc1ccccc1, O=C(C=Cc1ccccc1)C=Cc1ccccc1, O=C(C=Cc1ccccc1)C=Cc1ccccc1, [Pd], [Pd]. The product is COc1ccc(C(C)C)cc1-c1ccc(OCc2ccccc2)cc1CN(Cc1cc(C(F)(F)F)cc(C(F)(F)F)c1)c1ncc(N2CCOCC2)cn1. As a reaction SMILES: [C:56]([P:57]([C:58]([CH3:59])([CH3:60])[CH3:61])[c:62]1[cH:63][cH:64][cH:65][cH:66][c:67]1-[c:68]1[cH:69][cH:70][cH:71][cH:72][cH:73]1)([CH3:74])([CH3:75])[CH3:76].[CH2:1]([c:2]1[cH:3][cH:4][cH:5][cH:6][cH:7]1)[O:8][c:9]1[cH:10][c:11]([CH2:26][N:27]([c:28]2[n:29][cH:30][c:31]([Br:34])[cH:32][n:33]2)[CH2:35][c:36]2[cH:37][c:38]([C:46]([F:47])([F:48])[F:49])[cH:39][c:40]([C:42]([F:43])([F:44])[F:45])[cH:41]2)[c:12](-[c:15]2[c:16]([O:24][CH3:25])[cH:17][cH:18][c:19]([CH:21]([CH3:22])[CH3:23])[cH:20]2)[cH:13][cH:14]1.[CH2:77]1[CH2:78][O:79][CH2:80][CH2:81][NH:82]1.[CH3:50][C:51]([CH3:52])([O-:53])[CH3:54].[CH3:83][c:84]1[cH:85][cH:86][cH:87][cH:88][cH:89]1.[Na+:55].[O:110]=[C:111]([CH:112]=[CH:113][c:114]1[cH:115][cH:116][cH:117][cH:118][cH:119]1)[CH:120]=[CH:121][c:122]1[cH:123][cH:124][cH:125][cH:126][cH:127]1.[O:128]=[C:129]([CH:130]=[CH:131][c:132]1[cH:133][cH:134][cH:135][cH:136][cH:137]1)[CH:138]=[CH:139][c:140]1[cH:141][cH:142][cH:143][cH:144][cH:145]1.[O:92]=[C:93]([CH:94]=[CH:95][c:96]1[cH:97][cH:98][cH:99][cH:100][cH:101]1)[CH:102]=[CH:103][c:104]1[cH:105][cH:106][cH:107][cH:108][cH:109]1.[Pd:90].[Pd:91]>>[CH2:1]([c:2]1[cH:3][cH:4][cH:5][cH:6][cH:7]1)[O:8][c:9]1[cH:10][c:11]([CH2:26][N:27]([c:28]2[n:29][cH:30][c:31]([N:82]3[CH2:77][CH2:78][O:79][CH2:80][CH2:81]3)[cH:32][n:33]2)[CH2:35][c:36]2[cH:37][c:38]([C:46]([F:47])([F:48])[F:49])[cH:39][c:40]([C:42]([F:43])([F:44])[F:45])[cH:41]2)[c:12](-[c:15]2[c:16]([O:24][CH3:25])[cH:17][cH:18][c:19]([CH:21]([CH3:22])[CH3:23])[cH:20]2)[cH:13][cH:14]1. Starting materials: CCOC(=O)C(C)(C)Br, CS(C)=O, [K+], [OH-], O, Oc1cccc2[nH]ccc12. Product: CCOC(=O)C(C)(C)Oc1cccc2[nH]ccc12. As a reaction SMILES: [Br:17][C:18]([C:19](=[O:20])[O:21][CH2:22][CH3:23])([CH3:24])[CH3:25].[CH3:13][S:14]([CH3:15])=[O:16].[K+:12].[OH-:11].[OH2:26].[OH:1][c:2]1[c:3]2[cH:4][cH:5][nH:6][c:7]2[cH:8][cH:9][cH:10]1>>[O:1]([c:2]1[c:3]2[cH:4][cH:5][nH:6][c:7]2[cH:8][cH:9][cH:10]1)[C:18]([C:19](=[O:20])[O:21][CH2:22][CH3:23])([CH3:24])[CH3:25]. Starting materials: CO, [H][H], CCCOc1ccccc1-c1ncc([N+](=O)[O-])c(=O)[nH]1. Product: CCCOc1ccccc1-c1ncc(N)c(=O)[nH]1. Reaction SMILES: [CH3:23][OH:24].[H:21][H:22].[N+:1]([O-:2])(=[O:3])[c:4]1[c:5](=[O:20])[nH:6][c:7](-[c:10]2[c:11]([O:16][CH2:17][CH2:18][CH3:19])[cH:12][cH:13][cH:14][cH:15]2)[n:8][cH:9]1>>[NH2:1][c:4]1[c:5](=[O:20])[nH:6][c:7](-[c:10]2[c:11]([O:16][CH2:17][CH2:18][CH3:19])[cH:12][cH:13][cH:14][cH:15]2)[n:8][cH:9]1. Reactants: C(C)OC(=O)N1CCN2C(C(C1)NC(C1=CC=C(C=C1)Br)=O)=NC(=CC2=O)C2=NC=NC=C2 (9-(4-bromo-benzoylamino)-4-oxo-2-pyrimidin-4-yl-5,6,8,9-tetrahydro-4H-1,4a,7-triaza-benzocycloheptene-7-carboxylic acid ethyl ester), CN1N=CC(=C1)B1OC(C)(C)C(C)(C)O1 (1-methyl-1H-pyrazole-4-boronic acid pinacol ester), C([O-])([O-])=O.[Na+].[Na+] (sodium carbonate), solution, tetrakis(tri-phenylphosphine)palladium, C([O-])([O-])=O.[Na+].[Na+] (sodium carbonate). Solvent: C1(=CC=CC=C1)C.CCO (toluene EtOH). Reaction conditions: temperature 90 celsius, time 15 hour. Product: C(C)OC(=O)N1CCN2C(C(C1)NC(C1=CC=C(C=C1)C=1C=NN(C1)C)=O)=NC(=CC2=O)C2=NC=NC=C2 (9-[4-(1-Methyl-1H-pyrazol-4-yl)-benzoylamino]-4-oxo-2-pyrimidin-4-yl-5,6,8,9-tetrahydro-4H-1,4a,7-triaza-benzocycloheptene-7-carboxylic acid ethyl ester). Isolated yield 61.1%. As a reaction SMILES: [CH2:1]([O:3][C:4]([N:6]1[CH2:12][CH:11]([NH:13][C:14](=[O:22])[C:15]2[CH:20]=[CH:19][C:18](Br)=[CH:17][CH:16]=2)[C:10]2=[N:23][C:24]([C:28]3[CH:33]=[CH:32][N:31]=[CH:30][N:29]=3)=[CH:25][C:26](=[O:27])[N:9]2[CH2:8][CH2:7]1)=[O:5])[CH3:2].[CH3:34][N:35]1[CH:39]=[C:38](B2OC(C)(C)C(C)(C)O2)[CH:37]=[N:36]1.C(=O)([O-])[O-].[Na+].[Na+]>C1(C)C=CC=CC=1.CCO>[CH2:1]([O:3][C:4]([N:6]1[CH2:12][CH:11]([NH:13][C:14](=[O:22])[C:15]2[CH:20]=[CH:19][C:18]([C:38]3[CH:37]=[N:36][N:35]([CH3:34])[CH:39]=3)=[CH:17][CH:16]=2)[C:10]2=[N:23][C:24]([C:28]3[CH:33]=[CH:32][N:31]=[CH:30][N:29]=3)=[CH:25][C:26](=[O:27])[N:9]2[CH2:8][CH2:7]1)=[O:5])[CH3:2] |f:2.3.4,5.6|. Reported procedure: A mixture containing 0.145 g (0.28 mmol) of 9-(4-bromo-benzoylamino)-4-oxo-2-pyrimidin-4-yl-5,6,8,9-tetrahydro-4H-1,4a,7-triaza-benzocycloheptene-7-carboxylic acid ethyl ester (example 10), 0.082 g (0.40 mmol) of 1-methyl-1H-pyrazole-4-boronic acid pinacol ester, 0.35 mL (0.71 mmol) of sodium carbonate (solution 2M), 0.065 g (0.06 mmol) of tetrakis(tri-phenylphosphine)palladium in 5.60 mL of toluene/EtOH (10/1) under argon atmosphere was stirred at 90° C. for 15 hours. The reaction mixture was c... The product is Br, CCOC(=O)C12CCN(CC1)C2. Reaction SMILES: [Br-:1].[CH2:2]([c:3]1[cH:4][cH:5][cH:6][cH:7][cH:8]1)[N+:9]12[CH2:10][CH2:11][C:12]([C:16](=[O:17])[O:18][CH2:19][CH3:20])([CH2:13][CH2:14]1)[CH2:15]2.[CH3:21][CH2:22][OH:23]>>[BrH:1].[N:9]12[CH2:10][CH2:11][C:12]([C:16](=[O:17])[O:18][CH2:19][CH3:20])([CH2:13][CH2:14]1)[CH2:15]2. The reactants are [Br-], CCOC(=O)C12CC[N+](Cc3ccccc3)(CC1)C2, CCO. Reactants: C(C)(C)(C)OC(=O)N1[C@@H](C[C@H](C1)NC1=NC=C(C=C1)C#N)C(=O)O ((2S,4R)-1-tert-Butoxycarbonyl-4-(5-cyano-2-pyridyl)aminopyrrolidine-2-carboxylic acid), Cl.C(#N)[C@H]1NCCC1 ((S)-2-cyanopyrrolidine hydrochloride). Solvent: CN(C)C=O (DMF). The product is Cl.Cl.C(#N)C=1C=CC(=NC1)N[C@@H]1C[C@H](NC1)C(=O)N1[C@@H](CCC1)C#N ((S)-1-[(2S,4R)-4-(5-cyano-2-pyridyl)amino-2-pyrrolidinylcarbonyl]-2-cyanopyrrolidine dihydrochloride). Reaction SMILES: C(OC([N:8]1[CH2:12][C@H:11]([NH:13][C:14]2[CH:19]=[CH:18][C:17]([C:20]#[N:21])=[CH:16][N:15]=2)[CH2:10][C@H:9]1[C:22]([OH:24])=O)=O)(C)(C)C.[ClH:25].[C:26]([C@@H:28]1[CH2:32][CH2:31][CH2:30][NH:29]1)#[N:27]>CN(C=O)C>[ClH:25].[ClH:25].[C:20]([C:17]1[CH:18]=[CH:19][C:14]([NH:13][C@H:11]2[CH2:12][NH:8][C@H:9]([C:22]([N:29]3[CH2:30][CH2:31][CH2:32][C@H:28]3[C:26]#[N:27])=[O:24])[CH2:10]2)=[N:15][CH:16]=1)#[N:21] |f:1.2,4.5.6|. Reported procedure: (2S,4R)-1-tert-Butoxycarbonyl-4-(5-cyano-2-pyridyl)aminopyrrolidine-2-carboxylic acid (title compound of Reference Example 4, 0.73 g) and (S)-2-cyanopyrrolidine hydrochloride (0.29 g) were dissolved in DMF (10 mL), and triethylamine (0.62 mL), HOBT (0.34 g) and EDC hydrochloride (0.42 g) were successively added thereto. The mixture was stirred at room temperature for 15 hr. Water was added to the reaction mixture and the mixture was extracted with ethyl acetate. The extract was dried and evapora... Reactants: P([O-])([O-])([O-])=S.[Na+].[Na+].[Na+] (trisodium phosphorothioate), Cl.CON=C1CCN(CC1)C(CCl)=N (2-(4-methoxyiminopiperidin-1-yl)-2-iminoethylchloride hydrochloride), Cl (hydrochloric acid). Solvent: ice water, O (water). Run at time 1 hour. The product is Cl.CON=C1CCN(CC1)C(CS)=N (2-(4-methoxyiminopiperidin-1-yl)-2-iminoethylmercaptan hydrochloride). Isolated yield 62.5%. As a reaction SMILES: P(=[S:5])([O-])([O-])[O-].[Na+].[Na+].[Na+].Cl.[CH3:10][O:11][N:12]=[C:13]1[CH2:18][CH2:17][N:16]([C:19](=[NH:22])[CH2:20][Cl:21])[CH2:15][CH2:14]1.Cl>O>[ClH:21].[CH3:10][O:11][N:12]=[C:13]1[CH2:18][CH2:17][N:16]([C:19](=[NH:22])[CH2:20][SH:5])[CH2:15][CH2:14]1 |f:0.1.2.3,4.5,8.9|. Reported procedure: 1.03 g of trisodium phosphorothioate was added to a solution of 1.472 g of 2-(4-methoxyiminopiperidin-1-yl)-2-iminoethylchloride hydrochloride in 7 ml of water, kept cooled in ice-water, and the mixture was stirred at room temperature for about one hour. 5.7 ml of 1N hydrochloric acid were then added, followed by heating at 65° C. for 30 minutes. The resulting solution was concentrated under reduced pressure, mixed with ether, filtered to remove insolubles, and the filtrate concentrated under re... Starting materials: BrC1=C(N(N=C1)C)C=1C=C(C=CC1OCCC1=CC=CC=C1)N (3-(4-Bromo-2-methyl-2H-pyrazol-3-yl)-4-phenethyloxy-phenylamine), ClC1=CC=C(C=C1)N=C=O (4-chlorophenyl isocyanate). Solvent: C(Cl)Cl (CH2Cl2). Product: BrC1=C(N(N=C1)C)C=1C=C(C=CC1OCCC1=CC=CC=C1)NC(=O)NC1=CC=C(C=C1)Cl (1-[3-(4-Bromo-2-methyl-2H-pyrazol-3-yl)-4-phenethyloxy-phenyl]-3-(4-Chloro-phenyl)-urea). The yield is 71.4%. As a reaction SMILES: [Br:1][C:2]1[CH:6]=[N:5][N:4]([CH3:7])[C:3]=1[C:8]1[CH:9]=[C:10]([NH2:23])[CH:11]=[CH:12][C:13]=1[O:14][CH2:15][CH2:16][C:17]1[CH:22]=[CH:21][CH:20]=[CH:19][CH:18]=1.[Cl:24][C:25]1[CH:30]=[CH:29][C:28]([N:31]=[C:32]=[O:33])=[CH:27][CH:26]=1>C(Cl)Cl>[Br:1][C:2]1[CH:6]=[N:5][N:4]([CH3:7])[C:3]=1[C:8]1[CH:9]=[C:10]([NH:23][C:32]([NH:31][C:28]2[CH:29]=[CH:30][C:25]([Cl:24])=[CH:26][CH:27]=2)=[O:33])[CH:11]=[CH:12][C:13]=1[O:14][CH2:15][CH2:16][C:17]1[CH:18]=[CH:19][CH:20]=[CH:21][CH:22]=1. Reported procedure: 3-(4-Bromo-2-methyl-2H-pyrazol-3-yl)-4-phenethyloxy-phenylamine (0.028 g, 0.07 mmol) was treated with 4-chlorophenyl isocyanate (0.014 g, 0.09 mmol, 1.2 equiv.) in CH2Cl2 (1 mL), in a similar manner as described in Example 1.10 to afford Compound 66 (0.025 g, 0.05 mmol, 66%) as a solid film. LCMS m/z (%)=525 (M+H79Br35Cl, 85), 527 (M+H81Br35Cl, 100), 529 (M+H81Br37Cl, 100), 529 (M+H81Br37Cl, 31). 1H NMR (400 MHz, acetone-d6) δ: 8.34 (s, 1H), 8.26 (s, 1H), 7.65 (dd, J=2.7, 8.9 Hz, 1H), 7.56 (d, J... Starting materials: CC(C)CC(=O)Cl, CS(=O)(=O)c1ccc(Oc2ncnc3c2cnn3C2CCNCC2)cc1, O=C(O)C(F)(F)F, O. The product is CC(C)CC(=O)N1CCC(n2ncc3c(Oc4ccc(S(C)(=O)=O)cc4)ncnc32)CC1. RXN SMILES: [C:34]([CH2:35][CH:36]([CH3:37])[CH3:38])(=[O:39])[Cl:40].[CH3:8][S:9](=[O:10])(=[O:11])[c:12]1[cH:13][cH:14][c:15]([O:16][c:17]2[c:18]3[c:19]([n:20][cH:21][n:22]2)[n:23]([CH:26]2[CH2:27][CH2:28][NH:29][CH2:30][CH2:31]2)[n:24][cH:25]3)[cH:32][cH:33]1.[F:1][C:2]([F:3])([F:4])[C:5]([OH:6])=[O:7].[OH2:41]>>[CH3:8][S:9](=[O:10])(=[O:11])[c:12]1[cH:13][cH:14][c:15]([O:16][c:17]2[c:18]3[c:19]([n:20][cH:21][n:22]2)[n:23]([CH:26]2[CH2:27][CH2:28][N:29]([C:34]([CH2:35][CH:36]([CH3:37])[CH3:38])=[O:39])[CH2:30][CH2:31]2)[n:24][cH:25]3)[cH:32][cH:33]1. The reactants are C1(=CC=CC=C1)N=C=O (Phenyl isocyanate), C(C)(C)(C)C(=O)CN1C(C(CN(C2=C1C=CC=C2)C2CCCCC2)N)=O (1-tert-butylcarbonylmethyl-2-oxo-3-amino-5-cyclohexyl-1,3,4,5-tetrahydro-2H-1,5-benzodiazepine). Solvent: O1CCCC1 (tetrahydrofuran). Reaction conditions: time 10 minute. Yields the product C(C)(C)(C)C(=O)CN1C(C(CN(C2=C1C=CC=C2)C2CCCCC2)NC(=O)NC2=CC=CC=C2)=O (1-(1-tert-butylcarbonylmethyl-2-oxo-5-cyclohexyl-1,3,4,5-tetrahydro-2H-1,5-benzodiazepin-3-yl)-3-phenylurea). The yield is 84.0%. As a reaction SMILES: [C:1]1([N:7]=[C:8]=[O:9])[CH:6]=[CH:5][CH:4]=[CH:3][CH:2]=1.[C:10]([C:14]([CH2:16][N:17]1[C:23]2[CH:24]=[CH:25][CH:26]=[CH:27][C:22]=2[N:21]([CH:28]2[CH2:33][CH2:32][CH2:31][CH2:30][CH2:29]2)[CH2:20][CH:19]([NH2:34])[C:18]1=[O:35])=[O:15])([CH3:13])([CH3:12])[CH3:11]>O1CCCC1>[C:10]([C:14]([CH2:16][N:17]1[C:23]2[CH:24]=[CH:25][CH:26]=[CH:27][C:22]=2[N:21]([CH:28]2[CH2:33][CH2:32][CH2:31][CH2:30][CH2:29]2)[CH2:20][CH:19]([NH:34][C:8]([NH:7][C:1]2[CH:6]=[CH:5][CH:4]=[CH:3][CH:2]=2)=[O:9])[C:18]1=[O:35])=[O:15])([CH3:13])([CH3:11])[CH3:12]. Procedure details: Phenyl isocyanate (110 mg) was added to a solution of 1-tert-butylcarbonylmethyl-2-oxo-3-amino-5-cyclohexyl-1,3,4,5-tetrahydro-2H-1,5-benzodiazepine (300 mg) in anhydrous tetrahydrofuran (10 ml), the mixture was stirred for 10 minutes at room temperature. The reaction mixture was concentrated under reduced pressure, etanol was added to the residue for crystallization, collected by filtration, to thereby obtain 336 mg of the title compound (Yield 83.9%).